Dataset: the Open Reaction Database (ORD), a public repository of structured organic reaction records. Task: describe an organic reaction: reactants, conditions, products, and yield Starting materials: C(=O)=O (carbon dioxide), BrBr (bromine), aqueous solution, C([O-])([O-])=O.[Ba+2] (barium carbonate), O=C[C@H](O)[C@@H](O)[C@H](O)[C@H](O)CO (glucose). Run at temperature 25 celsius, time 30 minute. Product: 230, C([C@@H]1[C@H]([C@@H]([C@H](C(=O)O1)O)O)O)O (gluconolactone). Reaction SMILES: C(=O)([O-])[O-].[Ba+2].C(=O)=O.BrBr.[O:11]=[CH:12][C@@H:13]([C@H:15]([C@@H:17]([C@@H:19]([CH2:21][OH:22])[OH:20])[OH:18])[OH:16])[OH:14]>>[CH2:21]([OH:22])[C@H:19]1[O:20][C:12](=[O:11])[C@H:13]([OH:14])[C@@H:15]([OH:16])[C@@H:17]1[OH:18] |f:0.1|. Procedure: 7,500 parts by mass of a 12% aqueous solution of barium carbonate were saturated with carbon dioxide, and 300 parts by mass of bromine and 280 parts by mass of the glucose were added and agitated for 30 minutes at 25° C. to obtain 230 parts by mass of gluconolactone.